From a dataset of the Open Reaction Database (ORD), a public repository of structured organic reaction records. describe an organic reaction: reactants, conditions, products, and yield Reactants: Example 6 ( 40 ), FC1=C2C(N(C(C2=C(C=C1)F)=O)CC(C(=O)OCC=C)C1(OCCO1)C)=O (allyl 3-(4,7-difluoro-1,3-dioxo-1,3-dihydro-isoindol-2-yl)-2-(2-methyl-[1,3]dioxolan-2-yl)propionate), O.C1(=CC=C(C=C1)S(=O)(=O)O)C (p-toluenesulfonic acid monohydrate). Product: FC1=C2C(N(C(C2=C(C=C1)F)=O)CC(C(=O)OCC=C)C(C)=O)=O (Allyl 2-(4,7-difluoro-1,3-dioxo-1,3-dihydro-isoindol-2-ylmethyl)-3-oxo-butyrate). RXN SMILES: [F:1][C:2]1[CH:10]=[CH:9][C:8]([F:11])=[C:7]2[C:3]=1[C:4](=[O:27])[N:5]([CH2:13][CH:14]([C:21]1([CH3:26])OCC[O:22]1)[C:15]([O:17][CH2:18][CH:19]=[CH2:20])=[O:16])[C:6]2=[O:12].O.C1(C)C=CC(S(O)(=O)=O)=CC=1>>[F:11][C:8]1[CH:9]=[CH:10][C:2]([F:1])=[C:3]2[C:7]=1[C:6](=[O:12])[N:5]([CH2:13][CH:14]([C:21](=[O:22])[CH3:26])[C:15]([O:17][CH2:18][CH:19]=[CH2:20])=[O:16])[C:4]2=[O:27] |f:1.2|. Reported procedure: Allyl 2-(4,7-difluoro-1,3-dioxo-1,3-dihydro-isoindol-2-ylmethyl)-3-oxo-butyrate was prepared (86 mg, 23%) in the same manner as described in the above Example 6 (40) from allyl 3-(4,7-difluoro-1,3-dioxo-1,3-dihydro-isoindol-2-yl)-2-(2-methyl-[1,3]dioxolan-2-yl)propionate (0.35 g, 0.92 mmol) and p-toluenesulfonic acid monohydrate (40 mg), and the obtained product was identified with the following NMR data.